This data is from the Open Reaction Database (ORD), a public repository of structured organic reaction records. The task is: describe an organic reaction: reactants, conditions, products, and yield Starting materials: BrB(Br)Br, ClCCl, COc1ccc(C2CCC(C)(C)CC2)cc1. The product is CC1(C)CCC(c2ccc(O)cc2)CC1. Reaction SMILES: [B:17]([Br:18])([Br:19])[Br:20].[CH2:21]([Cl:22])[Cl:23].[CH3:1][C:2]1([CH3:16])[CH2:3][CH2:4][CH:5]([c:8]2[cH:9][cH:10][c:11]([O:14][CH3:15])[cH:12][cH:13]2)[CH2:6][CH2:7]1>>[CH3:1][C:2]1([CH3:16])[CH2:3][CH2:4][CH:5]([c:8]2[cH:9][cH:10][c:11]([OH:14])[cH:12][cH:13]2)[CH2:6][CH2:7]1. The reactants are [Br-], C[Mg+], CCOC(C)=O, [Cl-], CC(C)(C(=O)Nc1cc(Cl)cc(Cl)c1)N1COC(C=O)=C(c2ccccc2)C1=O, [NH4+], C1CCOC1. The product is CC(O)C1=C(c2ccccc2)C(=O)N(C(C)(C)C(=O)Nc2cc(Cl)cc(Cl)c2)CO1. Reaction SMILES: [Br-:1].[CH3:2][Mg+:3].[CH3:35][CH2:36][O:37][C:38](=[O:39])[CH3:40].[Cl-:33].[Cl:4][c:5]1[cH:6][c:7]([NH:12][C:13]([C:14]([CH3:15])([CH3:16])[N:17]2[CH2:18][O:19][C:20]([CH:30]=[O:31])=[C:21]([c:24]3[cH:25][cH:26][cH:27][cH:28][cH:29]3)[C:22]2=[O:23])=[O:32])[cH:8][c:9]([Cl:11])[cH:10]1.[NH4+:34].[O:41]1[CH2:42][CH2:43][CH2:44][CH2:45]1>>[Cl:4][c:5]1[cH:6][c:7]([NH:12][C:13]([C:14]([CH3:15])([CH3:16])[N:17]2[CH2:18][O:19][C:20]([CH:30]([OH:31])[CH3:35])=[C:21]([c:24]3[cH:25][cH:26][cH:27][cH:28][cH:29]3)[C:22]2=[O:23])=[O:32])[cH:8][c:9]([Cl:11])[cH:10]1. Reactants: O (water), BrCCCCCCCCBr (1,8-dibromooctane), OC1=CC=C(C=O)C=C1 (p-hydroxy-benzaldehyde), C([O-])([O-])=O.[K+].[K+] (potassium carbonate). Run in CN(C)C=O (DMF). Run at temperature 55 celsius, time 8 hour. Product: C(=O)C(CCCOC1=CC=CC=C1)CCCC (4-formyl(phenoxy)octane). Yield: 549.1%. As a reaction SMILES: Br[CH2:2][CH2:3][CH2:4][CH2:5][CH2:6][CH2:7][CH2:8][CH2:9]Br.[OH:11][C:12]1[CH:19]=[CH:18][C:15](C=O)=[CH:14][CH:13]=1.[C:20](=O)([O-])[O-:21].[K+].[K+].O>CN(C=O)C>[CH:20]([CH:5]([CH2:6][CH2:7][CH2:8][CH3:9])[CH2:4][CH2:3][CH2:2][O:11][C:12]1[CH:19]=[CH:18][CH:15]=[CH:14][CH:13]=1)=[O:21] |f:2.3.4|. Procedure: A mixture of 1,8-dibromooctane (8.0 g, 29.5 mmol), p-hydroxy-benzaldehyde (7.2 g, 59 mmol) and potassium carbonate (8.2 g, 6.0 mmol) in DMF (50 ml) was heated to 55° C. with stirring for 8 h. The cooled solution was poured into water and the precipitate was filtered, washed with water, and dried. Recrystallisation from hot ethanol (200 ml) yielded (15) (7.72 g, 73%), m.p. 89° C.-91° C., (Found C. 74.4, H 7.4 %. C22H26O4 requires C 74.5, H 7.4 %), 1H NMR (250.1 MHz, CDCl3) δ: 1.3-1.9(12H, m, alky... The reactants are FC1=C(C=CC(=C1)F)[C@]([C@@H](C)N1C(N(CC1)C1=CC=C(C=C1)N1N=NN=C1)=O)(CN1N=CN=C1)O (1-[(1R,2R)-2-(2,4-difluorophenyl)-2-hydroxy-1-methyl-3-(1H-1,2,4-triazol-1-yl)propyl]-3-[4-(1H-tetrazol-1-yl)phenyl]-2-imidazolidinone), C(C)(=O)OCBr (bromomethyl acetate). Run in C(C)#N (acetonitrile). Conditions: temperature 50 celsius, time 16 hour. Yields the product [Br-].C(C)(=O)OCN1C=N[NH+](C1)C[C@]([C@@H](C)N1C(N(CC1)C1=CC=C(C=C1)N1N=NN=C1)=O)(O)C1=C(C=C(C=C1)F)F (4-acetoxymethyl-1-[(2R,3R)-2-(2,4-difluorophenyl)-2-hydroxy-3-[2-oxo-3-[4-(1H-tetrazol-1-yl)phenyl]-1-imidazolidinyl]butyl]-1H-1,2,4-triazolium bromide). Reaction SMILES: [F:1][C:2]1[CH:7]=[C:6]([F:8])[CH:5]=[CH:4][C:3]=1[C@@:9]([OH:35])([CH2:29][N:30]1[CH:34]=[N:33][CH:32]=[N:31]1)[C@H:10]([N:12]1[CH2:16][CH2:15][N:14]([C:17]2[CH:22]=[CH:21][C:20]([N:23]3[CH:27]=[N:26][N:25]=[N:24]3)=[CH:19][CH:18]=2)[C:13]1=[O:28])[CH3:11].[C:36]([O:39][CH2:40][Br:41])(=[O:38])[CH3:37]>C(#N)C>[Br-:41].[C:36]([O:39][CH2:40][N:33]1[CH2:34][NH+:30]([CH2:29][C@@:9]([C:3]2[CH:4]=[CH:5][C:6]([F:8])=[CH:7][C:2]=2[F:1])([OH:35])[C@H:10]([N:12]2[CH2:16][CH2:15][N:14]([C:17]3[CH:22]=[CH:21][C:20]([N:23]4[CH:27]=[N:26][N:25]=[N:24]4)=[CH:19][CH:18]=3)[C:13]2=[O:28])[CH3:11])[N:31]=[CH:32]1)(=[O:38])[CH3:37] |f:3.4|. Procedure: To a mixture of 1-[(1R,2R)-2-(2,4-difluorophenyl)-2-hydroxy-1-methyl-3-(1H-1,2,4-triazol-1-yl)propyl]-3-[4-(1H-tetrazol-1-yl)phenyl]-2-imidazolidinone (0.5 g) and acetonitrile (10 ml) was added bromomethyl acetate (0.2 ml), and the mixture was stirred for 16 hours at 50° C. The reaction mixture was purified by silica gel flush chromatography (silica gel: 25 g, eluent: ethyl acetate→acetone→acetone/ethanol=10/1). The residue purified was crystallized from ethanol to give 4-acetoxymethyl-1-[(2R,3R... Reactants: ClC=1C=C2C(C(=COC2=CC1O)C=1C=C(OCCCCC#N)C=CC1)=O (5-[3-(6-Chloro-7-hydroxy-4-oxo-4H-chromen-3-yl)-phenoxy]-pentanenitrile), O.NN (Hydrazine hydrate). Product: ClC=1C(=CC(=C(C1)C1=NNC=C1C=1C=C(OCCCCC#N)C=CC1)O)O (5-{3-[3-(5-Chloro-2,4-dihydroxy-phenyl)-1H-pyrazol-4-yl]-phenoxy}-pentanenitrile). The yield is 87.0%. Reaction SMILES: [Cl:1][C:2]1[CH:3]=[C:4]2[C:9](=[CH:10][C:11]=1[OH:12])[O:8][CH:7]=[C:6]([C:13]1[CH:14]=[C:15]([CH:23]=[CH:24][CH:25]=1)[O:16][CH2:17][CH2:18][CH2:19][CH2:20][C:21]#[N:22])[C:5]2=O.O.[NH2:28][NH2:29]>>[Cl:1][C:2]1[C:11]([OH:12])=[CH:10][C:9]([OH:8])=[C:4]([C:5]2[C:6]([C:13]3[CH:14]=[C:15]([CH:23]=[CH:24][CH:25]=3)[O:16][CH2:17][CH2:18][CH2:19][CH2:20][C:21]#[N:22])=[CH:7][NH:29][N:28]=2)[CH:3]=1 |f:1.2|. Procedure: This compound was synthesised in the same manner as described above. 5-[3-(6-Chloro-7-hydroxy-4-oxo-4H-chromen-3-yl)-phenoxy]-pentanenitrile (0.1 g, 0.27 mmol), Hydrazine hydrate (5 ml). The precipitate formed on quenching was filtered to give 5-{3-[3-(5-Chloro-2,4-dihydroxy-phenyl)-1H-pyrazol-4-yl]-phenoxy}-pentanenitrile as a white solid (0.09 g, 87.0%); Rf 0.6 ethyl acetate/hexane (70/30)]. Starting materials: ClC1=C2C(=NC=C1)C=C(O2)C2=CC=CC=C2 (7-chloro-2-phenylfuro[3,2-b]pyridine), NC1=CC=C(C=C1)O (4-aminophenol), C([O-])([O-])=O.[Cs+].[Cs+] (caesium carbonate), O (water). Run in CN(C)C=O (DMF). Conditions: temperature 125 celsius, time 8 hour. The product is C1(=CC=CC=C1)C1=CC2=NC=CC(=C2O1)OC1=CC=C(C=C1)N (4-(2-Phenyl-furo[3,2-b]pyridin-7-yloxy)-phenylamine). The yield is 54.5%. RXN SMILES: Cl[C:2]1[CH:7]=[CH:6][N:5]=[C:4]2[CH:8]=[C:9]([C:11]3[CH:16]=[CH:15][CH:14]=[CH:13][CH:12]=3)[O:10][C:3]=12.[NH2:17][C:18]1[CH:23]=[CH:22][C:21]([OH:24])=[CH:20][CH:19]=1.C(=O)([O-])[O-].[Cs+].[Cs+].O>CN(C=O)C>[C:11]1([C:9]2[O:10][C:3]3[C:4](=[N:5][CH:6]=[CH:7][C:2]=3[O:24][C:21]3[CH:22]=[CH:23][C:18]([NH2:17])=[CH:19][CH:20]=3)[CH:8]=2)[CH:16]=[CH:15][CH:14]=[CH:13][CH:12]=1 |f:2.3.4|. Reported procedure: To a 10 mL sealed tube with stirbar was added 7-chloro-2-phenylfuro[3,2-b]pyridine (300.00 mg; 1.31 mmol; 1.00 eq.), 4-aminophenol (285.09 mg; 2.61 mmol; 2.00 eq.), and caesium carbonate (1 702.45 mg; 5.22 mmol; 4.00 eq.). The mixture was suspended in DMF (7.00 ml) and stirred at 125° C. overnight. The reaction mixture was cooled to room temperature and poured into 150 mL water. Filtered to collect precipitate, washing with water and hexane. The resulting crude material was purified by Biotage c... Reactants: C1(=CC=CC=C1)C=1C=C(C=O)C=CC1 (3-phenylbenzaldehyde), [BH4-].[Na+] (sodium borohydride), aqueous solution, [Cl-].[NH4+] (ammonium chloride). The solvent is CO (methanol), O1CCCC1 (tetrahydrofuran). Run at time 1 hour. Yields the product C1(=CC=CC=C1)C=1C=C(CO)C=CC1 (3-phenylbenzylalcohol). Yield: 100.0%. RXN SMILES: [C:1]1([C:7]2[CH:8]=[C:9]([CH:12]=[CH:13][CH:14]=2)[CH:10]=[O:11])[CH:6]=[CH:5][CH:4]=[CH:3][CH:2]=1.[BH4-].[Na+].[Cl-].[NH4+]>CO.O1CCCC1>[C:1]1([C:7]2[CH:8]=[C:9]([CH:12]=[CH:13][CH:14]=2)[CH2:10][OH:11])[CH:2]=[CH:3][CH:4]=[CH:5][CH:6]=1 |f:1.2,3.4|. Reported procedure: To a solution of 5.47 g (30 mmol) of 3-phenylbenzaldehyde in 50 ml of dry methanol and 50 ml of dry tetrahydrofuran was added 1.34 g (32 mmol) of sodium borohydride portionwise with ice-cooling, and further the mixture was stirred for 1 hour with ice-cooling. The reaction mixture was added to 400 ml of an about 5% aqueous solution of ammonium chloride, and the mixture was extracted with tert-butyl methyl ether. The organic layer was dried and concentrated to obtain 5.57 g (30 mmol) of 3-phenylbe...